From a dataset of the Open Reaction Database (ORD), a public repository of structured organic reaction records. describe an organic reaction: reactants, conditions, products, and yield Starting materials: 2-methylpentamethylene-1,5-diamine, C(CCC)O (n-butanol), C(CCC)O (butanol), C(CCC)O (n-butanol), 2-methylpentamethylene 1,5-dibutylurethane, hexamethylene dibutylurethane, NC(=O)N (urea). Yields the product C(OCCCC)(OCCCC)=O (dibutyl carbonate), C(CCC)OC(N)=O (carbamic acid butyl ester). RXN SMILES: [NH2:1][C:2](N)=[O:3].[CH2:5]([OH:9])[CH2:6][CH2:7][CH3:8]>>[C:2](=[O:3])([O:9][CH2:5][CH2:6][CH2:7][CH3:8])[O:9][CH2:5][CH2:6][CH2:7][CH3:8].[CH2:5]([O:9][C:2](=[O:3])[NH2:1])[CH2:6][CH2:7][CH3:8]. Procedure details: The same procedure as used in Example 1 was followed, however, 2-methylpentamethylene 1,5-dibutylurethane was used in the mixing vessel cascade instead of hexamethylene dibutylurethane. In doing this, 660 parts 2-methylpentamethylene-1,5-diamine, 680 parts urea, and 76 parts n-butanol were added during the course of one hour. In this case, about 2400 parts/hour n-butanol was obtained at the top of the first distillation column and was cycled back into the cascade. At the top of the stripping col... The reactants are NC=1C(=CC(=C(C1)N1C(N2C(=CCCC2)C1=O)=O)F)Cl (2-(5-amino-4-chloro-2-fluorophenyl)-5,6-dihydroimidazo [1,5-a] pyridine-1, 3[2H, 7H]-dione), CS(=O)(=O)Cl (methanesulfonyl chloride). The solvent is N1=CC=CC=C1 (pyridine). Yields the product ClC1=CC(=C(C=C1NS(=O)(=O)C)N1C(N2C(=CCCC2)C1=O)=O)F (2-(4-chloro-2-fluoro-5-methanesulfonylaminophenyl)-5,6-dihydroimidazo [1,5-a] pyridine-1,3[2H, 7H]-dione). The yield is 72.8%. Reaction SMILES: [NH2:1][C:2]1[C:3]([Cl:20])=[CH:4][C:5]([F:19])=[C:6]([N:8]2[C:16](=[O:17])[C:11]3=[CH:12][CH2:13][CH2:14][CH2:15][N:10]3[C:9]2=[O:18])[CH:7]=1.[CH3:21][S:22](Cl)(=[O:24])=[O:23]>N1C=CC=CC=1>[Cl:20][C:3]1[C:2]([NH:1][S:22]([CH3:21])(=[O:24])=[O:23])=[CH:7][C:6]([N:8]2[C:16](=[O:17])[C:11]3=[CH:12][CH2:13][CH2:14][CH2:15][N:10]3[C:9]2=[O:18])=[C:5]([F:19])[CH:4]=1. Reported procedure: To a pyridine (5 mL) solution of 2-(5-amino-4-chloro-2-fluorophenyl)-5,6-dihydroimidazo [1,5-a] pyridine-1, 3[2H, 7H]-dione (0.50 g, 1.69 mmol) was added methanesulfonyl chloride (0.14 mL, 1.86 mmol) with stirring under cooling in an ice-water bath and the reaction mixture was stirred for 2 hours at 0° C. The resulting mixture was quenched with 1N hydrochloric acid (60 mL) and extracted with ethyl acetate (20 mL×3 times). The organic layer combined was washed with saturated sodium chloride solut...